This data is from the Open Reaction Database (ORD), a public repository of structured organic reaction records. The task is: describe an organic reaction: reactants, conditions, products, and yield The reactants are NC1[C@@H]2N(C(C(CS2)O)C(=O)O)C1=O (7-Amino-3-hydroxycepham-4-carboxylic acid), CON=C(C(=O)O)C(CBr)(OCC)OCC (2-methoxyimino-3,3,diethoxy-4-bromobutyric acid), O(Cl)Cl (oxychloride), CN(C=O)C (N,N-dimethylformamide), Example 25 ( 1 ). The solvent is O1CCCC1 (tetrahydrofuran), CC(=O)C (acetone), O (water). Product: CON=C(C(=O)NC1[C@@H]2N(C(C(CS2)O)C(=O)O)C1=O)C(CBr)(OCC)OCC (7-(2-methoxyimino-3,3-diethoxy-4-bromobutyramido)-3-hydroxycepham-4-carboxylic acid). The yield is 68.7%. As a reaction SMILES: [NH2:1][CH:2]1[C:13](=[O:14])[N:4]2[CH:5]([C:10]([OH:12])=[O:11])[CH:6]([OH:9])[CH2:7][S:8][C@H:3]12.[CH3:15][O:16][N:17]=[C:18]([C:22]([O:28][CH2:29][CH3:30])([O:25][CH2:26][CH3:27])[CH2:23][Br:24])[C:19](O)=[O:20].O(Cl)Cl.CN(C)C=O>O1CCCC1.CC(C)=O.O>[CH3:15][O:16][N:17]=[C:18]([C:22]([O:28][CH2:29][CH3:30])([O:25][CH2:26][CH3:27])[CH2:23][Br:24])[C:19]([NH:1][CH:2]1[C:13](=[O:14])[N:4]2[CH:5]([C:10]([OH:12])=[O:11])[CH:6]([OH:9])[CH2:7][S:8][C@H:3]12)=[O:20]. Procedure details: 7-Amino-3-hydroxycepham-4-carboxylic acid (10.9 g, purity 84.8%), 2-methoxyimino-3,3,diethoxy-4-bromobutyric acid (syn isomer, 17.9 g), phosporus oxychloride (6.8 ml), N,N-dimethylformamide (5.5 ml), water (100 ml), acetone (50 ml.) and tetrahydrofuran (44 ml) were treated in a similar manner to that of Example 25 (1) to give 7-(2-methoxyimino-3,3-diethoxy-4-bromobutyramido)-3-hydroxycepham-4-carboxylic acid (syn isomer, 17.1 g.). The I.R. spectrum and N.M.R. spectrum of the compound were the sa... Starting materials: COCCn1c(-c2ccc(C(C)C)cc2)nc2cc(Cc3ccccc3)cc(OC)c21, CC#N, O=C1CCC(=O)N1I. Yields the product COCCn1c(-c2ccc(C(C)C)cc2)nc2c(I)c(Cc3ccccc3)cc(OC)c21. As a reaction SMILES: [CH2:9]([c:10]1[cH:11][cH:12][cH:13][cH:14][cH:15]1)[c:16]1[cH:17][c:18]2[c:19]([n:20]([CH2:32][CH2:33][O:34][CH3:35])[c:21](-[c:23]3[cH:24][cH:25][c:26]([CH:29]([CH3:30])[CH3:31])[cH:27][cH:28]3)[n:22]2)[c:36]([O:38][CH3:39])[cH:37]1.[CH3:40][C:41]#[N:42].[I:1][N:2]1[C:3](=[O:4])[CH2:5][CH2:6][C:7]1=[O:8]>>[I:1][c:17]1[c:16]([CH2:9][c:10]2[cH:11][cH:12][cH:13][cH:14][cH:15]2)[cH:37][c:36]([O:38][CH3:39])[c:19]2[c:18]1[n:22][c:21](-[c:23]1[cH:24][cH:25][c:26]([CH:29]([CH3:30])[CH3:31])[cH:27][cH:28]1)[n:20]2[CH2:32][CH2:33][O:34][CH3:35]. Reactants: CN1C(N(C(C1)=O)C)=N (1,3-dimethyl-2-iminoimidazolidin-4-one), ClC=1C=C(C=CC1)N=C=O (3-chlorophenylisocyanate). The solvent is O1CCCC1 (tetrahydrofuran). Run at time 4 hour. Yields the product ClC=1C=C(C=CC1)NC(=O)N=C1N(CC(N1C)=O)C (1-(3-chlorophenyl)-3-(1,3-dimethyl-4-oxo-2-imidazolidinylidene)urea). Reaction SMILES: [CH3:1][N:2]1[CH2:6][C:5](=[O:7])[N:4]([CH3:8])[C:3]1=[NH:9].[Cl:10][C:11]1[CH:12]=[C:13]([N:17]=[C:18]=[O:19])[CH:14]=[CH:15][CH:16]=1>O1CCCC1>[Cl:10][C:11]1[CH:12]=[C:13]([NH:17][C:18]([N:9]=[C:3]2[N:4]([CH3:8])[C:5](=[O:7])[CH2:6][N:2]2[CH3:1])=[O:19])[CH:14]=[CH:15][CH:16]=1. Procedure details: A mixture of 6.35 g (0.050 mole) of 1,3-dimethyl-2-iminoimidazolidin-4-one, 7.85 g (0.050 mole) of 3-chlorophenylisocyanate and 75 ml of dry tetrahydrofuran is stirred at room temperature for 4 hours. The solution is evaporated in vacuo and the residue is crystallized from acetonitrile. Two recrystallizations from acetonitrile - ether gives pure product, 1-(3-chlorophenyl)-3-(1,3-dimethyl-4-oxo-2-imidazolidinylidene)urea, m.p. 134°-137°C. The reactants are O=C(O)C1Cc2c(n(Cc3ccccc3)c3ccccc23)CN1, CI, CS(C)=O, Cl, [Na+], [OH-], O, S=C=S. Product: CSC(=S)N1Cc2c(c3ccccc3n2Cc2ccccc2)CC1C(=O)O. As a reaction SMILES: [CH2:1]([c:2]1[cH:3][cH:4][cH:5][cH:6][cH:7]1)[n:8]1[c:9]2[cH:10][cH:11][cH:12][cH:13][c:14]2[c:15]2[c:20]1[CH2:19][NH:18][CH:17]([C:21](=[O:22])[OH:23])[CH2:16]2.[CH3:26][I:27].[CH3:32][S:33]([CH3:34])=[O:35].[ClH:28].[Na+:25].[OH-:24].[OH2:36].[S:29]=[C:30]=[S:31]>>[CH2:1]([c:2]1[cH:3][cH:4][cH:5][cH:6][cH:7]1)[n:8]1[c:9]2[cH:10][cH:11][cH:12][cH:13][c:14]2[c:15]2[c:20]1[CH2:19][N:18]([C:30](=[S:29])[S:31][CH3:26])[CH:17]([C:21](=[O:22])[OH:23])[CH2:16]2. The reactants are C([O-])(O)=O.[Mg+2].C([O-])(O)=O (magnesium bicarbonate), C(CC(O)(C(=O)[O-])CC(=O)[O-])(=O)[O-].[Nd+3] (neodymium citrate). Yields the product C([O-])([O-])=O.[Nd+3].C([O-])([O-])=O.C([O-])([O-])=O.[Nd+3] (neodymium carbonate). RXN SMILES: [C:1](=[O:4])([OH:3])[O-:2].[Mg+2].[C:6](=[O:9])([OH:8])[O-:7].C([O-])(=O)CC(CC([O-])=O)(C([O-])=O)O.[Nd+3:23]>>[C:1](=[O:2])([O-:4])[O-:3].[Nd+3:23].[C:6](=[O:7])([O-:9])[O-:8].[C:1](=[O:2])([O-:4])[O-:3].[Nd+3:23] |f:0.1.2,3.4,5.6.7.8.9|. Reported procedure: Adding 6.7 m3 of the above magnesium bicarbonate solution into a reactor containing 6 m3 of neodymium citrate solution (0.27 mol/L) to react for half an hour at 35° C., and controlling the pH value of mother liquor at 5.7, RE ions are precipitated. And then neodymium carbonate is obtained after 12-hours-aging, filtration, washing and drying. Reactants: ClC=1C=C2C(=NC1)SC(N2CC(=O)N2CCNCC2)=O (6-chloro-2-oxo-1-[(1-piperazinyl)carbonylmethyl]-1,2-dihydrothiazolo[5,4-b]pyridine), N(=O)OCCC(C)C (isoamyl nitrite). Run in C(Cl)(Cl)Cl (chloroform). Reaction conditions: time 11 hour. Yields the product ClC=1C=C2C(=NC1)SC(N2CC(=O)N2CCN(CC2)N=O)=O (6-chloro-2-oxo-1-[(4-nitroso-1-piperazinyl)carbonylmethyl]-1,2-dihydrothiazolo[5,4-b]pyridine). RXN SMILES: [Cl:1][C:2]1[CH:3]=[C:4]2[N:10]([CH2:11][C:12]([N:14]3[CH2:19][CH2:18][NH:17][CH2:16][CH2:15]3)=[O:13])[C:9](=[O:20])[S:8][C:5]2=[N:6][CH:7]=1.[N:21](OCCC(C)C)=[O:22]>C(Cl)(Cl)Cl>[Cl:1][C:2]1[CH:3]=[C:4]2[N:10]([CH2:11][C:12]([N:14]3[CH2:15][CH2:16][N:17]([N:21]=[O:22])[CH2:18][CH2:19]3)=[O:13])[C:9](=[O:20])[S:8][C:5]2=[N:6][CH:7]=1. Procedure details: To a solution of 6-chloro-2-oxo-1-[(1-piperazinyl)carbonylmethyl]-1,2-dihydrothiazolo[5,4-b]pyridine (1.40 g) in chloroform (15 ml) was added isoamyl nitrite (3.0 ml) and the mixture was stirred for 11 hours at room temperature. Precipitated crystals were collected by filtration, washed with chloroform and dried to give colorless crystals of 6-chloro-2-oxo-1-[(4-nitroso-1-piperazinyl)carbonylmethyl]-1,2-dihydrothiazolo[5,4-b]pyridine (1.33 g). The reactants are CN(C)C1(c2ccccc2)CCC(=CC(=O)N2CCCC(c3c[nH]c4ccccc34)C2)CC1, CO. Product: CN(C)C1(c2ccccc2)CCC(CC(=O)N2CCCC(c3c[nH]c4ccccc34)C2)CC1. As a reaction SMILES: [CH3:1][N:2]([C:3]1([c:27]2[cH:28][cH:29][cH:30][cH:31][cH:32]2)[CH2:4][CH2:5][C:6](=[CH:9][C:10](=[O:11])[N:12]2[CH2:13][CH:14]([c:18]3[cH:19][nH:20][c:21]4[cH:22][cH:23][cH:24][cH:25][c:26]34)[CH2:15][CH2:16][CH2:17]2)[CH2:7][CH2:8]1)[CH3:33].[CH3:34][OH:35]>>[CH3:1][N:2]([C:3]1([c:27]2[cH:28][cH:29][cH:30][cH:31][cH:32]2)[CH2:4][CH2:5][CH:6]([CH2:9][C:10](=[O:11])[N:12]2[CH2:13][CH:14]([c:18]3[cH:19][nH:20][c:21]4[cH:22][cH:23][cH:24][cH:25][c:26]34)[CH2:15][CH2:16][CH2:17]2)[CH2:7][CH2:8]1)[CH3:33]. Reactants: ClCC1=CC=C(C=C1)C1=NSC2=C1C=CC=C2 (3-(4'-chloromethylphenyl)-1,2-benzisothiazole), [S] (sulfur), NCC(C)N (1,2-diaminopropane), COCCO (glycol monomethyl ether). The product is Cl.CN1C(=NCC1)C1=CC=C(C=C1)C1=NSC2=C1C=CC=C2 (3-[4-(Methylimidazolin-2-yl)-phenyl]-1,2-benzisothiazole hydrochloride). RXN SMILES: [Cl:1][CH2:2][C:3]1[CH:8]=[CH:7][C:6]([C:9]2[C:13]3[CH:14]=[CH:15][CH:16]=[CH:17][C:12]=3[S:11][N:10]=2)=[CH:5][CH:4]=1.[S].[NH2:19][CH2:20][CH:21]([NH2:23])C.[CH3:24]OCCO>>[ClH:1].[CH3:24][N:23]1[CH2:21][CH2:20][N:19]=[C:2]1[C:3]1[CH:8]=[CH:7][C:6]([C:9]2[C:13]3[CH:14]=[CH:15][CH:16]=[CH:17][C:12]=3[S:11][N:10]=2)=[CH:5][CH:4]=1 |f:4.5,^3:17|. Procedure: 26 g of 3-(4'-chloromethylphenyl)-1,2-benzisothiazole, 6.4 g of sulfur and 15 g of 1,2-diaminopropane in 400 ml of glycol monomethyl ether are heated for 15 hours at 110° C. After distilling off the solvent, the residue is dissolved in 50 g of methanol and this solution is stirred into 400 g of ethereal hydrochloric acid (15 g of HCl in diethyl ether), whilst cooling. The crystals formed are filtered off and dissolved in 300 parts of water, the solution is filtered and the filtrate is rendered a... The reactants are COC=1C=C(CCl)C=CC1 (3-methoxybenzyl chloride), ClC1=CC=C(NC=2SC3=C(C(N2)=O)C=CC=N3)C=C1 (2-(4-chloroanilino)-4H-pyrido[3,2-e]-1,3-thiazin-4-one), [H-].[Li+] (lithium hydride). Solvent: CN(C)C=O (DMF). Yields the product N-(4-chlorophenylimino)-2,3-dihydro-4H-3-(3-methoxybenzyl)pyrido[3,2-e]-1,3-thiazin-4-one, ClC1=CC=C(C=C1)N(CC1=CC(=CC=C1)OC)C=1SC2=C(C(N1)=O)C=CC=N2 (2-[N-(4-chlorophenyl)-N-(3-methoxybenzyl)amino]-4H-pyrido[3,2-e]-1,3-thiazin-4-one). Isolated yield 22.2%. RXN SMILES: [Cl:1][C:2]1[CH:19]=[CH:18][C:5]([NH:6][C:7]2[S:8][C:9]3[N:17]=[CH:16][CH:15]=[CH:14][C:10]=3[C:11](=[O:13])[N:12]=2)=[CH:4][CH:3]=1.[H-].[Li+].[CH3:22][O:23][C:24]1[CH:25]=[C:26]([CH:29]=[CH:30][CH:31]=1)[CH2:27]Cl>CN(C=O)C>[Cl:1][C:2]1[CH:19]=[CH:18][C:5]([N:6]([C:7]2[S:8][C:9]3[N:17]=[CH:16][CH:15]=[CH:14][C:10]=3[C:11](=[O:13])[N:12]=2)[CH2:27][C:26]2[CH:29]=[CH:30][CH:31]=[C:24]([O:23][CH3:22])[CH:25]=2)=[CH:4][CH:3]=1 |f:1.2|. Reported procedure: The reaction procedure of Example 11 was followed except that 2.681 g (9.25 mmol) of 2-(4-chloroanilino)-4H-pyrido[3,2-e]-1,3-thiazin-4-one, 162 mg of lithium hydride, 1.50 g of 3-methoxybenzyl chloride and 40 ml of DMF were used. The resulting residue was then purified through silica gel column chromatography (eluant: chloroform). As a result, 2.288 of 2-[N-(4-chlorophenylimino)-2,3-dihydro-4H-3-(3-methoxybenzyl)pyrido[3,2-e]-1,3-thiazin-4-one (recrystallized from ethanol) was obtained as a low... The reactants are FC1=C(C2=C(NC(=N2)C2=CC(=NC=C2C)OCCCCC2CCN(CC2)C)C=C1)C (5-Fluoro-4-methyl-2-{5-methyl-2-[4-(1-methyl-piperidin-4-yl)-butoxy]-pyridin-4-yl}-1H-benzoimidazole), CN(C)C=O (DMF), [Li+].CC(C)[N-]C(C)C (LDA), BrC=1C=CC(=NC1)OCCCCC1CCN(CC1)C (5-bromo-2-[4-(1-methyl-piperidin-4-yl)-butoxy]-pyridine). The solvent is C1CCOC1 (THF). Conditions: temperature -78 celsius, time 45 minute. Product: BrC=1C(=CC(=NC1)OCCCCC1CCN(CC1)C)C=O (5-bromo-2-[4-(1-methyl-piperidin-4-yl)-butoxy]-pyridine-4-carbaldehyde). RXN SMILES: FC1C=CC2NC(C3C(C)=CN=[C:11]([O:16]CCCCC4CCN(C)CC4)C=3)=NC=2C=1C.[Li+].CC([N-]C(C)C)C.[Br:39][C:40]1[CH:41]=[CH:42][C:43]([O:46][CH2:47][CH2:48][CH2:49][CH2:50][CH:51]2[CH2:56][CH2:55][N:54]([CH3:57])[CH2:53][CH2:52]2)=[N:44][CH:45]=1.CN(C=O)C>C1COCC1>[Br:39][C:40]1[C:41]([CH:11]=[O:16])=[CH:42][C:43]([O:46][CH2:47][CH2:48][CH2:49][CH2:50][CH:51]2[CH2:52][CH2:53][N:54]([CH3:57])[CH2:55][CH2:56]2)=[N:44][CH:45]=1 |f:1.2|. Procedure details: 5-Fluoro-4-methyl-2-{5-methyl-2-[4-(1-methyl-piperidin-4-yl)-butoxy]-pyridin-4-yl}-1H-benzoimidazole. To a solution of LDA (2.0 M in THF, 18.2 mL, 36.4 mmol, 2.2 equiv) at −78° C. in a oven dried 100 mL round bottom flask was added a solution of 5-bromo-2-[4-(1-methyl-piperidin-4-yl)-butoxy]-pyridine (5.40 g, 16.6 mmol, 1.0 equiv) in THF (20 mL) dropwise. The solution was stirred at −78° C. for 45 min, and then DMF (6.05 mL, 82.8 mmol, 5.0 equiv) was added dropwise. The solution was quenched wit...